The task is: describe an organic reaction: reactants, conditions, products, and yield. This data is from the Open Reaction Database (ORD), a public repository of structured organic reaction records. The reactants are FC=1C=C(C(=O)OC)C=CC1N1CCC(CC1)C (Methyl 3-fluoro-4-(4-methylpiperidin-1-yl)benzoate), [OH-].[Li+] (lithium hydroxide). Product: FC=1C=C(C(=O)O)C=CC1N1CCC(CC1)C (3-Fluoro-4-(4-methylpiperidin-1-yl)benzoic acid). RXN SMILES: [F:1][C:2]1[CH:3]=[C:4]([CH:9]=[CH:10][C:11]=1[N:12]1[CH2:17][CH2:16][CH:15]([CH3:18])[CH2:14][CH2:13]1)[C:5]([O:7]C)=[O:6].[OH-].[Li+]>>[F:1][C:2]1[CH:3]=[C:4]([CH:9]=[CH:10][C:11]=1[N:12]1[CH2:17][CH2:16][CH:15]([CH3:18])[CH2:14][CH2:13]1)[C:5]([OH:7])=[O:6] |f:1.2|. Procedure details: Methyl 3-fluoro-4-(4-methylpiperidin-1-yl)benzoate was treated with lithium hydroxide by method P. This resulted in the product with the molecular weight of 237.28 (C13H16FNO2); MS (ESI): 238 (M+H+). Reactants: COC(=O)CC(C)N1CCN(C(=O)Cc2ccc(NC(=O)Nc3ccccc3C)cc2)C(CC(C)C)C1=O, CC(C)(C)O, [Na+], [OH-]. Yields the product Cc1ccccc1NC(=O)Nc1ccc(CC(=O)N2CCN(C(C)CC(=O)O)C(=O)C2CC(C)C)cc1. RXN SMILES: [CH3:1][O:2][C:3]([CH2:4][CH:5]([CH3:6])[N:7]1[C:8](=[O:37])[CH:9]([CH2:33][CH:34]([CH3:35])[CH3:36])[N:10]([C:13]([CH2:14][c:15]2[cH:16][cH:17][c:18]([NH:21][C:22](=[O:23])[NH:24][c:25]3[c:26]([CH3:31])[cH:27][cH:28][cH:29][cH:30]3)[cH:19][cH:20]2)=[O:32])[CH2:11][CH2:12]1)=[O:38].[CH3:41][C:42]([OH:43])([CH3:44])[CH3:45].[Na+:40].[OH-:39]>>[O:2]=[C:3]([CH2:4][CH:5]([CH3:6])[N:7]1[C:8](=[O:37])[CH:9]([CH2:33][CH:34]([CH3:35])[CH3:36])[N:10]([C:13]([CH2:14][c:15]2[cH:16][cH:17][c:18]([NH:21][C:22](=[O:23])[NH:24][c:25]3[c:26]([CH3:31])[cH:27][cH:28][cH:29][cH:30]3)[cH:19][cH:20]2)=[O:32])[CH2:11][CH2:12]1)[OH:38]. Reactants: CC(C)(C)OC(=O)Nc1cc(Cl)c(Cl)cc1[N+](=O)[O-], CCCNC, CS(C)=O. Yields the product CCCN(C)c1cc(NC(=O)OC(C)(C)C)c([N+](=O)[O-])cc1Cl. Reaction SMILES: [C:1]([CH3:2])([CH3:3])([CH3:4])[O:5][C:6]([NH:7][c:8]1[c:9]([N+:16](=[O:17])[O-:18])[cH:10][c:11]([Cl:15])[c:12]([Cl:14])[cH:13]1)=[O:19].[CH3:20][NH:21][CH2:22][CH2:23][CH3:24].[CH3:25][S:26]([CH3:27])=[O:28]>>[C:1]([CH3:2])([CH3:3])([CH3:4])[O:5][C:6]([NH:7][c:8]1[c:9]([N+:16](=[O:17])[O-:18])[cH:10][c:11]([Cl:15])[c:12]([N:21]([CH3:20])[CH2:22][CH2:23][CH3:24])[cH:13]1)=[O:19]. Starting materials: COc1nc2c(cc1Br)C(C)CN(C(=O)C(F)(F)F)CC2, CO, Cc1ccccc1, C=Cc1cc2c(nc1OC)CCN(C(=O)C(F)(F)F)CC2C, [K+], [K+], O=C([O-])[O-], O, c1ccc(P(c2ccccc2)(c2ccccc2)[Pd](P(c2ccccc2)(c2ccccc2)c2ccccc2)(P(c2ccccc2)(c2ccccc2)c2ccccc2)P(c2ccccc2)(c2ccccc2)c2ccccc2)cc1. Product: C=Cc1cc2c(nc1OC)CCNCC2C. Reaction SMILES: [Br:1][c:2]1[c:3]([O:4][CH3:5])[n:6][c:7]2[c:20]([cH:21]1)[CH:18]([CH3:19])[CH2:17][N:10]([C:11](=[O:12])[C:13]([F:14])([F:15])[F:16])[CH2:9][CH2:8]2.[CH3:135][OH:136].[CH3:22][c:23]1[cH:24][cH:25][cH:26][cH:27][cH:28]1.[CH3:29][O:30][c:31]1[c:32]([CH:49]=[CH2:50])[cH:33][c:34]2[c:35]([n:48]1)[CH2:36][CH2:37][N:38]([C:42](=[O:43])[C:44]([F:45])([F:46])[F:47])[CH2:39][CH:40]2[CH3:41].[K+:51].[K+:52].[O-:53][C:54]([O-:55])=[O:56].[OH2:134].[cH:57]1[cH:58][cH:59][c:60]([P:61]([Pd:62]([P:63]([c:64]2[cH:65][cH:66][cH:67][cH:68][cH:69]2)([c:70]2[cH:71][cH:72][cH:73][cH:74][cH:75]2)[c:76]2[cH:77][cH:78][cH:79][cH:80][cH:81]2)([P:82]([c:83]2[cH:84][cH:85][cH:86][cH:87][cH:88]2)([c:89]2[cH:90][cH:91][cH:92][cH:93][cH:94]2)[c:95]2[cH:96][cH:97][cH:98][cH:99][cH:100]2)[P:101]([c:102]2[cH:103][cH:104][cH:105][cH:106][cH:107]2)([c:108]2[cH:109][cH:110][cH:111][cH:112][cH:113]2)[c:114]2[cH:115][cH:116][cH:117][cH:118][cH:119]2)([c:120]2[cH:121][cH:122][cH:123][cH:124][cH:125]2)[c:126]2[cH:127][cH:128][cH:129][cH:130][cH:131]2)[cH:132][cH:133]1>>[CH3:29][O:30][c:31]1[c:32]([CH:49]=[CH2:50])[cH:33][c:34]2[c:35]([n:48]1)[CH2:36][CH2:37][NH:38][CH2:39][CH:40]2[CH3:41]. Starting materials: O=S(=O)(Cl)c1ccc(CBr)cc1, CC(C)(C)OC(=O)N1CCC(CN2CCNCC2=O)CC1, O=C([O-])O, CCOC(C)=O, [Na+]. The product is CC(C)(C)OC(=O)N1CCC(CN2CCN(S(=O)(=O)c3ccc(CBr)cc3)CC2=O)CC1. Reaction SMILES: [Br:22][CH2:23][c:24]1[cH:25][cH:26][c:27]([S:30](=[O:31])(=[O:32])[Cl:33])[cH:28][cH:29]1.[C:1]([CH3:2])([CH3:3])([CH3:4])[O:5][C:6](=[O:7])[N:8]1[CH2:9][CH2:10][CH:11]([CH2:14][N:15]2[C:16](=[O:21])[CH2:17][NH:18][CH2:19][CH2:20]2)[CH2:12][CH2:13]1.[C:40](=[O:41])([OH:42])[O-:43].[CH3:34][CH2:35][O:36][C:37](=[O:38])[CH3:39].[Na+:44]>>[C:1]([CH3:2])([CH3:3])([CH3:4])[O:5][C:6](=[O:7])[N:8]1[CH2:9][CH2:10][CH:11]([CH2:14][N:15]2[C:16](=[O:21])[CH2:17][N:18]([S:30]([c:27]3[cH:26][cH:25][c:24]([CH2:23][Br:22])[cH:29][cH:28]3)(=[O:31])=[O:32])[CH2:19][CH2:20]2)[CH2:12][CH2:13]1. Starting materials: C[C@H](CCC(=O)O)[C@H]1CC[C@@H]2[C@@]1([C@H](C[C@H]3[C@H]2[C@@H](C[C@H]4[C@@]3(CC[C@H](C4)O)C)O)O)C (cholic acid), C1CCC(CC1)N=C=NC2CCCCC2 (DCC), ON1C(CCC1=O)=O (N-hydroxysuccinimide). The solvent is CN(C)C=O (DMF). Product: C(=O)(NC1CCCCC1)NC1CCCCC1 (Dicyclohexylurea). Reaction SMILES: C[C@@H]([C@@H]1[C@@]2(C)[C@@H](O)C[C@@H]3[C@@]4(C)CC[C@@H](O)C[C@H]4C[C@@H](O)[C@H]3[C@@H]2CC1)CCC(O)=[O:6].[CH2:30]1[CH2:35][CH2:34][CH:33]([N:36]=[C:37]=[N:38][CH:39]2[CH2:44][CH2:43][CH2:42][CH2:41][CH2:40]2)[CH2:32][CH2:31]1.ON1C(=O)CCC1=O>CN(C=O)C>[C:37]([NH:36][CH:33]1[CH2:32][CH2:31][CH2:30][CH2:35][CH2:34]1)([NH:38][CH:39]1[CH2:44][CH2:43][CH2:42][CH2:41][CH2:40]1)=[O:6]. Reported procedure: To cholic acid (2 gm, 4.9 mmol) in anhydrous DMF (20 mL), under argon at room temperature, are added DCC (1 gm, 4.9 mmol) and N-hydroxysuccinimide (0.56 gm, 4.9 mmol). The reaction mixture is stirred at room temperature. Dicyclohexylurea starts forming after about 45 min. After 3.5 hours, the dicyclohexylurea is filtered, and the reaction mixture is concentrated under vacuum (using a vacuum pump) overnight to remove DMF. The residue is triturated with Et2O, and the precipitate is filtered. The p... Starting materials: N1C(=CC2=CC=CC=C12)C(=O)Cl (Indole-2-carbonyl chloride), ClC1=C(C=CC=C1)C1=NCC=2N(C3=C1C=C(S3)CC)C(=NN2)CCC(=O)OCC (4-(2-Chlorophenyl)-9-(2-ethoxycarbonylethyl)-2-ethyl-6H-thieno[3,2-f] [1,2,4]triazolo[4,3-a] [1,4]diazepine), Cl (hydrochloric acid), C(O)([O-])=O.[Na+] (Sodium hydrogencarbonate). The solvent is C(Cl)(Cl)Cl (chloroform). Reaction conditions: time 4 hour. Yields the product ClC1=C(C(=O)C2=C(SC(=C2)CC)N2C(=NN=C2CCC(=O)O)CNC(=O)C=2NC3=CC=CC=C3C2)C=CC=C1 (3-(4-(3-(2-chlorobenzoyl)-5-ethylthiophen-2-yl)-3-(indole-2-carbonylaminomethyl) [1,2,4]triazol-5-yl)propionic acid). Yield: 3.4%. As a reaction SMILES: [Cl:1][C:2]1[CH:7]=[CH:6][CH:5]=[CH:4][C:3]=1[C:8]1[C:14]2[CH:15]=[C:16]([CH2:18][CH3:19])[S:17][C:13]=2[N:12]2[C:20]([CH2:23][CH2:24][C:25]([O:27]CC)=[O:26])=[N:21][N:22]=[C:11]2[CH2:10][N:9]=1.Cl.C(=O)([O-])[OH:32].[Na+].[NH:36]1[C:44]2[C:39](=[CH:40][CH:41]=[CH:42][CH:43]=2)[CH:38]=[C:37]1[C:45](Cl)=[O:46]>C(Cl)(Cl)Cl>[Cl:1][C:2]1[CH:7]=[CH:6][CH:5]=[CH:4][C:3]=1[C:8]([C:14]1[CH:15]=[C:16]([CH2:18][CH3:19])[S:17][C:13]=1[N:12]1[C:20]([CH2:23][CH2:24][C:25]([OH:27])=[O:26])=[N:21][N:22]=[C:11]1[CH2:10][NH:9][C:45]([C:37]1[NH:36][C:44]2[C:39]([CH:38]=1)=[CH:40][CH:41]=[CH:42][CH:43]=2)=[O:46])=[O:32] |f:2.3|. Procedure details: 4-(2-Chlorophenyl)-9-(2-ethoxycarbonylethyl)-2-ethyl-6H-thieno[3,2-f] [1,2,4]triazolo[4,3-a] [1,4]diazepine (5.78 g) was heated with 5% hydrochloric acid for 3 hours, and the mixture was cooled to room temperature. Sodium hydrogencarbonate (25.2 g) and chloroform were added. Indole-2-carbonyl chloride (2.67 g) was added with vigorous stirring, and the mixture was stirred for 4 hours. The organic layer was concentrated, and the residue was dissolved in methanol (39 ml). The solution was hydrolyze...